Dataset: the Open Reaction Database (ORD), a public repository of structured organic reaction records. Task: describe an organic reaction: reactants, conditions, products, and yield Reactants: N1(CCOCC1)CCCC(=O)NC=1SC2=C(N1)C=CC(=C2)SC#N (4-morpholin-4-yl-N-(6-thiocyanato-1,3-benzothiazol-2-yl]butanamide), P(=O)(O)(O)[O-].[K+] (potassium dihydrogen phosphate), SCC(O)C(O)CS (DL-dithiothreitol). The product is N1(CCOCC1)CCCC(=O)NC=1SC2=C(N1)C=CC(=C2)S (4-morpholin-4-yl-N-(6-sulphanyl-1,3-benzothiazol-2-yl)butanamide). Isolated yield 8.4%. As a reaction SMILES: [N:1]1([CH2:7][CH2:8][CH2:9][C:10]([NH:12][C:13]2[S:14][C:15]3[CH:21]=[C:20]([S:22]C#N)[CH:19]=[CH:18][C:16]=3[N:17]=2)=[O:11])[CH2:6][CH2:5][O:4][CH2:3][CH2:2]1.P([O-])(O)(O)=O.[K+].SCC(C(CS)O)O>>[N:1]1([CH2:7][CH2:8][CH2:9][C:10]([NH:12][C:13]2[S:14][C:15]3[CH:21]=[C:20]([SH:22])[CH:19]=[CH:18][C:16]=3[N:17]=2)=[O:11])[CH2:2][CH2:3][O:4][CH2:5][CH2:6]1 |f:1.2|. Procedure: The 4-morpholin-4-yl-N-(6-sulphanyl-1,3-benzothiazol-2-yl)butanamide was prepared according to the method described in Example 1 b, but using 906 mg of 4-morpholin-4-yl-N-(6-thiocyanato-1,3-benzothiazol-2-yl]butanamide, 14 mg of potassium dihydrogen phosphate and 1.12 g of DL-dithiothreitol. 71 mg of 4-morpholin-4-yl-N-(6-sulphanyl-1,3-benzothiazol-2-yl)butanamide are thus obtained in the form of a white solid, the characteristics of which are as follows: